This data is from the Open Reaction Database (ORD), a public repository of structured organic reaction records. The task is: describe an organic reaction: reactants, conditions, products, and yield Reactants: C(CCCC)[Si]1(CCC(CC1)C1=CCC(CC1)=O)C1=CC=CC=C1 (4-(4-n-pentyl-4-phenyl-4-silacyclohexyl)-3-cyclohexenone), C(CC)[C@@H]1CC[C@H](CC1)[Mg]C1=CC=CC=C1.[Cl-] (trans-(4-n-propylcyclohexyl)phenylmagnesium chloride), resultant mixture, Cl (hydrochloric acid). Solvent: O1CCCC1 (tetrahydrofuran). Run at time 5 hour. The product is C(CCCC)[Si]1(CCC(CC1)C1(CC=C(C=C1)[C@@H]1CC[C@H](CC1)CCC)C1=CC=CCC1)C1=CC=CC=C1 (1-(4-n-pentyl-4-phenyl-4-silacylohexyl)-4-(trans-4-n-propylcyclohexyl)phenyl-1,3-cyclohexadiene). Yield: 139.5%. As a reaction SMILES: [CH2:1]([Si:6]1([C:19]2[CH:24]=[CH:23][CH:22]=[CH:21][CH:20]=2)[CH2:11][CH2:10][CH:9]([C:12]2[CH2:17][CH2:16][C:15](=O)[CH2:14][CH:13]=2)[CH2:8][CH2:7]1)[CH2:2][CH2:3][CH2:4][CH3:5].[CH2:25]([C@H:28]1[CH2:33][CH2:32][C@H:31]([Mg]C2C=CC=CC=2)[CH2:30][CH2:29]1)[CH2:26][CH3:27].[Cl-].Cl>O1CCCC1>[CH2:1]([Si:6]1([C:19]2[CH:24]=[CH:23][CH:22]=[CH:21][CH:20]=2)[CH2:11][CH2:10][CH:9]([C:12]2([C:17]3[CH2:16][CH2:15][CH:14]=[CH:13][CH:12]=3)[CH:17]=[CH:16][C:15]([C@H:31]3[CH2:30][CH2:29][C@H:28]([CH2:25][CH2:26][CH3:27])[CH2:33][CH2:32]3)=[CH:14][CH2:13]2)[CH2:8][CH2:7]1)[CH2:2][CH2:3][CH2:4][CH3:5] |f:1.2|. Procedure details: 34.1 g of 4-(4-n-pentyl-4-phenyl-4-silacyclohexyl)-3-cyclohexenone was dropped in 250 ml of a tetrahydrofuran solution of 0.5 moles of trans-(4-n-propylcyclohexyl)phenylmagnesium chloride, followed by agitation at room temperature for 5 hours. The resultant mixture was charged into diluted hydrochloric acid and extracted with ether. The resultant ether solution was washed with brine, dried and concentrated, followed by addition, to the resultant residue, of 300 ml of benzene and 800 mg of p-tolu... The reactants are CC(C)c1cc(-c2cccc(C(O)c3ccc(Cl)cc3)c2)c2ncccc2c1, O=S(Cl)Cl, c1ccccc1. Product: CC(C)c1cc(-c2cccc(C(Cl)c3ccc(Cl)cc3)c2)c2ncccc2c1. As a reaction SMILES: [Cl:1][c:2]1[cH:3][cH:4][c:5]([CH:8]([OH:9])[c:10]2[cH:11][c:12](-[c:16]3[cH:17][c:18]([CH:26]([CH3:27])[CH3:28])[cH:19][c:20]4[cH:21][cH:22][cH:23][n:24][c:25]34)[cH:13][cH:14][cH:15]2)[cH:6][cH:7]1.[S:29]([Cl:30])([Cl:31])=[O:32].[cH:33]1[cH:34][cH:35][cH:36][cH:37][cH:38]1>>[Cl:1][c:2]1[cH:3][cH:4][c:5]([CH:8]([c:10]2[cH:11][c:12](-[c:16]3[cH:17][c:18]([CH:26]([CH3:27])[CH3:28])[cH:19][c:20]4[cH:21][cH:22][cH:23][n:24][c:25]34)[cH:13][cH:14][cH:15]2)[Cl:31])[cH:6][cH:7]1. Starting materials: CNCCCN, NS(N)(=O)=O, c1ccncc1. The product is CN1CCCNS1(=O)=O. As a reaction SMILES: [CH3:6][NH:7][CH2:8][CH2:9][CH2:10][NH2:11].[NH2:1][S:2]([NH2:3])(=[O:4])=[O:5].[cH:12]1[cH:13][cH:14][n:15][cH:16][cH:17]1>>[S:2]1(=[O:4])(=[O:5])[N:7]([CH3:6])[CH2:8][CH2:9][CH2:10][NH:11]1.